From a dataset of the Open Reaction Database (ORD), a public repository of structured organic reaction records. describe an organic reaction: reactants, conditions, products, and yield Starting materials: ClC1=C(C=CC=C1Cl)N=C=O (2,3-dichlorophenyl isocyanate), N1=CC=CC=C1 (pyridine), C(C)(C)(C)C1=NN(C(=C1)N)C1=CC=C2CCNC(C2=C1)=S (7-(3-t-butyl-5-amino-1H-pyrazol-1-yl)-3,4-dihydroisoquinoline-1(2H)-thione). The solvent is C1CCOC1 (THF), C1CCOC1 (THF). Reaction conditions: time 18 hour. The product is C(C)(C)(C)C1=NN(C(=C1)NC(=O)NC1=C(C(=CC=C1)Cl)Cl)C1=CC=C2CCNC(C2=C1)=S (1-[3-t-butyl-1-(1-thioxo-1,2,3,4-tetrahydroisoquinolin-7-yl)-1H-pyrazol-5-yl]-3-(2,3-dichlorophenyl)urea). Yield: 83.3%. Reaction SMILES: [C:1]([C:5]1[CH:9]=[C:8]([NH2:10])[N:7]([C:11]2[CH:20]=[C:19]3[C:14]([CH2:15][CH2:16][NH:17][C:18]3=[S:21])=[CH:13][CH:12]=2)[N:6]=1)([CH3:4])([CH3:3])[CH3:2].[Cl:22][C:23]1[C:28]([Cl:29])=[CH:27][CH:26]=[CH:25][C:24]=1[N:30]=[C:31]=[O:32].N1C=CC=CC=1>C1COCC1>[C:1]([C:5]1[CH:9]=[C:8]([NH:10][C:31]([NH:30][C:24]2[CH:25]=[CH:26][CH:27]=[C:28]([Cl:29])[C:23]=2[Cl:22])=[O:32])[N:7]([C:11]2[CH:20]=[C:19]3[C:14]([CH2:15][CH2:16][NH:17][C:18]3=[S:21])=[CH:13][CH:12]=2)[N:6]=1)([CH3:4])([CH3:2])[CH3:3]. Procedure: A suspension of 7-(3-t-butyl-5-amino-1H-pyrazol-1-yl)-3,4-dihydroisoquinoline-1(2H)-thione (0.150 g, 0.499 mmol) in THF (3 mL) was added to a solution of 2,3-dichlorophenyl isocyanate (0.141 g, 0.749 mmol), pyridine (0.061 mL, 0.059 g, 0.749 mmol) and THF (3 mL). The flask which contained the starting material was again rinsed with THF (4 mL) and the solution was added to the reaction flask. The resulting yellow suspension was briefly heated with a heat gun, causing the reaction mixture to becom... Reactants: CCN=C=NCCCN(C)C, CCN(C(C)C)C(C)C, Cl, O=C(NCC(=O)N1CCNCC1)c1ccc(Oc2ccccc2)cc1, CN(C)C=O, O, O=C(O)c1ccccc1F, On1nnc2ccccc21. The product is O=C(NCC(=O)N1CCN(C(=O)c2ccccc2F)CC1)c1ccc(Oc2ccccc2)cc1. Reaction SMILES: [CH3:20][CH2:21][N:22]=[C:23]=[N:24][CH2:25][CH2:26][CH2:27][N:28]([CH3:29])[CH3:30].[CH:1]([N:2]([CH2:3][CH3:4])[CH:5]([CH3:6])[CH3:7])([CH3:8])[CH3:9].[ClH:41].[O:42]=[C:43]([CH2:44][NH:45][C:46]([c:47]1[cH:48][cH:49][c:50]([O:53][c:54]2[cH:55][cH:56][cH:57][cH:58][cH:59]2)[cH:51][cH:52]1)=[O:60])[N:61]1[CH2:62][CH2:63][NH:64][CH2:65][CH2:66]1.[O:67]=[CH:68][N:69]([CH3:70])[CH3:71].[OH2:72].[OH:10][C:11](=[O:12])[c:13]1[cH:14][cH:15][cH:16][cH:17][c:18]1[F:19].[OH:31][n:32]1[c:33]2[c:34]([cH:35][cH:36][cH:37][cH:38]2)[n:39][n:40]1>>[C:11](=[O:12])([c:13]1[cH:14][cH:15][cH:16][cH:17][c:18]1[F:19])[N:64]1[CH2:63][CH2:62][N:61]([C:43](=[O:42])[CH2:44][NH:45][C:46]([c:47]2[cH:48][cH:49][c:50]([O:53][c:54]3[cH:55][cH:56][cH:57][cH:58][cH:59]3)[cH:51][cH:52]2)=[O:60])[CH2:66][CH2:65]1. Reactants: C(C)(C)[N-]C(C)C.[Li+] (lithium diisopropylamide), [Si](C)(C)(C(C)(C)C)O[C@@H]1CC[C@H](CC1)N1N=CC(=C1)C1=C2C(=C(N=C1)N(C(=O)OC(C)(C)C)C(=O)OC(C)(C)C)OC=C2 (di-tert-butyl {4-[1-(trans-4-{[tert-butyl(dimethyl)silyl]oxy}cyclohexyl)-1H-pyrazol-4-yl]furo[2,3-c]pyridin-7-yl}imidodicarbonate), Cl[Sn](C)(C)C (Chlorotrimethylstannane). Run in C1CCOC1 (THF). Run at time 30 minute. Product: [Si](C)(C)(C(C)(C)C)O[C@@H]1CC[C@H](CC1)N1N=CC(=C1)C1=C2C(=C(N=C1)N(C(=O)OC(C)(C)C)C(=O)OC(C)(C)C)OC(=C2)[Sn](C)(C)C (di-tert-butyl {4-[1-(trans-4-{[tert-butyl(dimethyl)silyl]oxy}cyclohexyl)-1H-pyrazol-4-yl]-2-(trimethylstannanyl)furo[2,3-c]pyridin-7-yl}imidodicarbonate). Yield: 68.5%. Reaction SMILES: [Si:1]([O:8][C@H:9]1[CH2:14][CH2:13][C@H:12]([N:15]2[CH:19]=[C:18]([C:20]3[CH:25]=[N:24][C:23]([N:26]([C:34]([O:36][C:37]([CH3:40])([CH3:39])[CH3:38])=[O:35])[C:27]([O:29][C:30]([CH3:33])([CH3:32])[CH3:31])=[O:28])=[C:22]4[O:41][CH:42]=[CH:43][C:21]=34)[CH:17]=[N:16]2)[CH2:11][CH2:10]1)([C:4]([CH3:7])([CH3:6])[CH3:5])([CH3:3])[CH3:2].C([N-]C(C)C)(C)C.[Li+].Cl[Sn:53]([CH3:56])([CH3:55])[CH3:54]>C1COCC1>[Si:1]([O:8][C@H:9]1[CH2:14][CH2:13][C@H:12]([N:15]2[CH:19]=[C:18]([C:20]3[CH:25]=[N:24][C:23]([N:26]([C:34]([O:36][C:37]([CH3:40])([CH3:39])[CH3:38])=[O:35])[C:27]([O:29][C:30]([CH3:31])([CH3:32])[CH3:33])=[O:28])=[C:22]4[O:41][C:42]([Sn:53]([CH3:56])([CH3:55])[CH3:54])=[CH:43][C:21]=34)[CH:17]=[N:16]2)[CH2:11][CH2:10]1)([C:4]([CH3:5])([CH3:6])[CH3:7])([CH3:3])[CH3:2] |f:1.2|. Reported procedure: To a cooled (−78° C.) solution of di-tert-butyl {4-[1-(trans-4-{[tert-butyl(dimethyl)silyl]oxy}cyclohexyl)-1H-pyrazol-4-yl]furo[2,3-c]pyridin-7-yl}imidodicarbonate (400 mg, 0.653 mmol) in anhydrous THF (10 mL) was added lithium diisopropylamide (2 M in THF, 1.6 mL, 3.3 mmol), and the mixture stirred for 30 minutes. Chlorotrimethylstannane (1 M in THF, 3.92 mL, 3.92 mmol) was added, and the mixture warmed to RT. The mixture was then cooled to −78° C., quenched by addition of glacial acetic acid (... The reactants are C(C)(C)(C)OC(=O)N1[C@@H](C[C@@H](C1)C#N)C(=O)N1CSCC1 ((2S, 4S)-4-Cyano-2-(thiazolidine-3-carbonyl)-pyrrolidine-1-carboxylic acid tert-butyl ester), [Cl-] (chloride), [BH4-].[Na+] (sodium borohydride). Reagents/catalysts: [Co] (cobalt). The solvent is CO (methanol). Conditions: time 1 hour. Yields the product C(C)(C)(C)OC(=O)N1[C@@H](C[C@@H](C1)CN)C(=O)N1CSCC1 ((2S, 4R)-4-Aminomethyl-2-(thiazolidine-3-carbonyl)-pyrrolidine-1-carboxylic acid tert-butyl ester). Yield: 47.6%. Reaction SMILES: [C:1]([O:5][C:6]([N:8]1[CH2:12][C@@H:11]([C:13]#[N:14])[CH2:10][C@H:9]1[C:15]([N:17]1[CH2:21][CH2:20][S:19][CH2:18]1)=[O:16])=[O:7])([CH3:4])([CH3:3])[CH3:2].[Cl-].[BH4-].[Na+]>CO.[Co]>[C:1]([O:5][C:6]([N:8]1[CH2:12][C@@H:11]([CH2:13][NH2:14])[CH2:10][C@H:9]1[C:15]([N:17]1[CH2:21][CH2:20][S:19][CH2:18]1)=[O:16])=[O:7])([CH3:4])([CH3:2])[CH3:3] |f:2.3|. Procedure details: To a mixture of Example 17C (31.1 g, 0.1 mol) and cobalt (TI) chloride (11.9 g, 0.05 mol) in methanol (300 mL) at 0° C. was added in portions sodium borohydride (15.2 g, 0.4 mol). The mixture was stirred for 1 hour at room temperature, the solvent was azeotroped off with chloroform (5×300 mL). The residue was purified by silica gel chromatography with 10% methanol/90% dichloromethane/0.2% ammonium hydroxide to provide the title compound (15 g). MS (ESI) m/e 316 (M+H)+; 1H NMR (400 MHz, CD3OD) δ ... Reactants: C(C)O (ethanol), NC1CC2=C(NC=3C=CC(=CC23)C#N)C1 ((±)-2-amino-1,2,3,4-tetrahydro-cyclopenta[b]indole-7-carbonitrile), N1[C@H](CCC1=O)C(=O)O (D-pyroglutamic acid). The solvent is O (water). Run at temperature 62.5 celsius. Yields the product N1[C@@H](CCC1=O)C(=O)O (pyroglutamic acid). Isolated yield 92779.8%. As a reaction SMILES: C(O)C.NC1CC2NC3C=CC(C#N)=CC=3C=2C1.[NH:19]1[C:23](=[O:24])[CH2:22][CH2:21][C@@H:20]1[C:25]([OH:27])=[O:26]>O>[NH:19]1[C:23](=[O:24])[CH2:22][CH2:21][C@H:20]1[C:25]([OH:27])=[O:26]. Reported procedure: In a 2 L flask equipped with mechanical stirrer and condenser, add ethanol (945 ml) and (±)-2-amino-1,2,3,4-tetrahydro-cyclopenta[b]indole-7-carbonitrile (40 g, 0.203 mmol). Stir the mixture and heat to 60-65° C. until complete solution is achieved. Add D-pyroglutamic acid (28.4 g, 0.192 mmol) and water (55 ml). Heat the mixture to reflux for 20 min. Cool to 40-45° C. over 90 min. Stir at 40-45° C. for one hour, and then cool to 24° C. over 2 h. Stir at this temperature for two additional hours.... Reactants: [H][H] (hydrogen), C(C)NCC1CN(CC1)CC1=CC=CC=C1 (N-ethyl-1-(phenylmethyl)-3-pyrrolidinemethanamine). Reagents/catalysts: [Pd] (palladium on carbon), [Pd] (palladium on carbon). Solvent: C(C)O (ethanol). Reaction conditions: time 24 hour. Yields the product C(C)NCC1CNCC1 (N-ethyl-3-pyrrolidinemethanamine). The yield is 74.1%. Reaction SMILES: [CH2:1]([NH:3][CH2:4][CH:5]1[CH2:9][CH2:8][N:7](CC2C=CC=CC=2)[CH2:6]1)[CH3:2].[H][H]>[Pd].C(O)C>[CH2:1]([NH:3][CH2:4][CH:5]1[CH2:9][CH2:8][NH:7][CH2:6]1)[CH3:2]. Procedure: A mixture of 151.65 g (0.695 mole) of N-ethyl-1-(phenylmethyl)-3-pyrrolidinemethanamine, 5 g of 20% palladium on carbon, and 1100 ml of ethanol was shaken in an atmosphere of hydrogen at about 50 psi and at room temperature for 21.6 hours. Another 5 g of 20% palladium on carbon was added and the hydrogenation continued for 24 hours. The catalyst was filtered and the filtrate evaporated under reduced pressure. The residue was distilled under vacuum (88°-91° C., 11.5 mm Hg) to give 66.0 g N-ethyl-... Starting materials: Fc1cccc(C2CCCN2)c1, O=S(=O)(Cl)c1ccccc1. Yields the product O=S(=O)(c1ccccc1)N1CCCC1c1cccc(F)c1. Reaction SMILES: [F:1][c:2]1[cH:3][c:4]([CH:8]2[NH:9][CH2:10][CH2:11][CH2:12]2)[cH:5][cH:6][cH:7]1.[c:13]1([S:19](=[O:20])(=[O:21])[Cl:22])[cH:14][cH:15][cH:16][cH:17][cH:18]1>>[F:1][c:2]1[cH:3][c:4]([CH:8]2[N:9]([S:19]([c:13]3[cH:14][cH:15][cH:16][cH:17][cH:18]3)(=[O:20])=[O:21])[CH2:10][CH2:11][CH2:12]2)[cH:5][cH:6][cH:7]1.